Dataset: the Open Reaction Database (ORD), a public repository of structured organic reaction records. Task: describe an organic reaction: reactants, conditions, products, and yield Starting materials: CC(C)(C)OC(=O)CC1(C(=O)O)Cc2ccccc2C1, CCOC(C)=O, Cl. Yields the product O=C(O)CC1(C(=O)O)Cc2ccccc2C1. RXN SMILES: [C:1]([CH3:2])([CH3:3])([CH3:4])[O:5][C:6]([CH2:7][C:8]1([C:17](=[O:18])[OH:19])[CH2:9][c:10]2[cH:11][cH:12][cH:13][cH:14][c:15]2[CH2:16]1)=[O:20].[CH3:22][CH2:23][O:24][C:25]([CH3:26])=[O:27].[ClH:21]>>[O:5]=[C:6]([CH2:7][C:8]1([C:17](=[O:18])[OH:19])[CH2:9][c:10]2[cH:11][cH:12][cH:13][cH:14][c:15]2[CH2:16]1)[OH:20]. Starting materials: ClCc1cc(Cl)c(OCc2ccccc2)cn1, CO, CS(C)=O. The product is COCc1cc(Cl)c(OCc2ccccc2)cn1. Reaction SMILES: [CH2:1]([c:2]1[cH:3][cH:4][cH:5][cH:6][cH:7]1)[O:8][c:9]1[c:10]([Cl:17])[cH:11][c:12]([CH2:15][Cl:16])[n:13][cH:14]1.[CH3:18][OH:19].[CH3:20][S:21]([CH3:22])=[O:23]>>[CH2:1]([c:2]1[cH:3][cH:4][cH:5][cH:6][cH:7]1)[O:8][c:9]1[c:10]([Cl:17])[cH:11][c:12]([CH2:15][O:19][CH3:18])[n:13][cH:14]1.